Dataset: the Open Reaction Database (ORD), a public repository of structured organic reaction records. Task: describe an organic reaction: reactants, conditions, products, and yield Reactants: O=C([O-])O, ClCCCl, CCOC(C)=O, NCCCl, Cl, COc1cc(C=Cc2nc(C(=O)O)c(-c3ccc(F)cc3)[nH]2)ccc1-n1cnc(C)c1, [Na+], CN(C)C=O, O, On1nnc2ccccc21. The product is COc1cc(C=Cc2nc(C(=O)NCCCl)c(-c3ccc(F)cc3)[nH]2)ccc1-n1cnc(C)c1. Reaction SMILES: [C:48](=[O:49])([OH:50])[O-:51].[CH2:64]([Cl:65])[CH2:66][Cl:67].[CH3:58][CH2:59][O:60][C:61](=[O:62])[CH3:63].[Cl:43][CH2:44][CH2:45][NH2:46].[ClH:42].[F:11][c:12]1[cH:13][cH:14][c:15](-[c:18]2[c:19]([C:39](=[O:40])[OH:41])[n:20][c:21]([CH:23]=[CH:24][c:25]3[cH:26][c:27]([O:37][CH3:38])[c:28](-[n:31]4[cH:32][n:33][c:34]([CH3:36])[cH:35]4)[cH:29][cH:30]3)[nH:22]2)[cH:16][cH:17]1.[Na+:52].[O:53]=[CH:54][N:55]([CH3:56])[CH3:57].[OH2:47].[OH:1][n:2]1[c:3]2[c:4]([cH:5][cH:6][cH:7][cH:8]2)[n:9][n:10]1>>[F:11][c:12]1[cH:13][cH:14][c:15](-[c:18]2[c:19]([C:39](=[O:41])[NH:46][CH2:45][CH2:44][Cl:43])[n:20][c:21]([CH:23]=[CH:24][c:25]3[cH:26][c:27]([O:37][CH3:38])[c:28](-[n:31]4[cH:32][n:33][c:34]([CH3:36])[cH:35]4)[cH:29][cH:30]3)[nH:22]2)[cH:16][cH:17]1.